From a dataset of the Open Reaction Database (ORD), a public repository of structured organic reaction records. describe an organic reaction: reactants, conditions, products, and yield Starting materials: [BH4-], CO, COc1cc(C=O)ccc1Oc1ccc(C(N)=O)nc1, [Na+], NCCC1CCOCC1. The product is COc1cc(CNCCC2CCOCC2)ccc1Oc1ccc(C(N)=O)nc1. RXN SMILES: [BH4-:30].[CH3:32][OH:33].[CH:1](=[O:2])[c:3]1[cH:4][c:5]([O:19][CH3:20])[c:6]([O:7][c:8]2[cH:9][cH:10][c:11]([C:14](=[O:15])[NH2:16])[n:12][cH:13]2)[cH:17][cH:18]1.[Na+:31].[O:21]1[CH2:22][CH2:23][CH:24]([CH2:27][CH2:28][NH2:29])[CH2:25][CH2:26]1>>[CH2:1]([c:3]1[cH:4][c:5]([O:19][CH3:20])[c:6]([O:7][c:8]2[cH:9][cH:10][c:11]([C:14](=[O:15])[NH2:16])[n:12][cH:13]2)[cH:17][cH:18]1)[NH:29][CH2:28][CH2:27][CH:24]1[CH2:23][CH2:22][O:21][CH2:26][CH2:25]1.